This data is from the Open Reaction Database (ORD), a public repository of structured organic reaction records. The task is: describe an organic reaction: reactants, conditions, products, and yield Reaction SMILES: [Si](O[C@@H]1[C@@](CI)(CO)O[C@@H]([N:18]2[CH:26]=[C:24]([CH3:25])[C:22](=[O:23])[NH:21][C:19]2=[O:20])C1)(C(C)(C)C)(C)C.[Si](O[C@@H]1[C@@](C)(CO)O[C@@H](N2C=C(C)C(=O)NC2=O)C1)(C(C)(C)C)(C)C>[OH-].[Na+].CO.[Pd]>[NH:18]1[CH:26]=[C:24]([CH3:25])[C:22](=[O:23])[NH:21][C:19]1=[O:20] |f:2.3|. Conditions: temperature 25 celsius, time 66 hour. The solvent is CO (CH3OH). Reported procedure: A solution of the 4'-α and 4'-β isomers of 3'-O-t-butyldimethylsilyl-4'-iodomethylthymidine (26 mg, 0.05 mM), prepared, e.g., as described in Preparation 6, 10% Pd-C (palladium on carbon) (15 mg), 1 N NaOH (2 drops) in CH3OH was stirred under hydrogen atmosphere at 25° C. for 66 hours. The solvent was removed by evaporation under vacuum pressure. The residue was purified by flash silica gel chromatography. The column was eluted with CH2Cl2 +5% CH3OH, yielding a mixture of the 4'-α and 4'-β isome... Reagents/catalysts: [OH-].[Na+] (NaOH), [Pd] (Pd-C). The reactants are [Si](C)(C)(C(C)(C)C)O[C@H]1C[C@@H](O[C@@]1(CO)CI)N1C(=O)NC(=O)C(C)=C1 (3'-O-t-butyldimethylsilyl-4'-iodomethylthymidine), [Si](C)(C)(C(C)(C)C)O[C@H]1C[C@@H](O[C@@]1(CO)C)N1C(=O)NC(=O)C(C)=C1 (3'-O-t-butyldimethylsilyl-4'-methylthymidine). The product is N1C(=O)NC(=O)C(C)=C1 (Thymine). Product: CC1=C(c2cc(F)cc3ccoc23)CCNC1. The reactants are CC1=C(c2cc(F)cc3ccoc23)CCN(Cc2ccccc2)C1, CC(Cl)OC(=O)Cl, ClCCCl. Reaction SMILES: [CH2:1]([c:2]1[cH:3][cH:4][cH:5][cH:6][cH:7]1)[N:8]1[CH2:9][C:10]([CH3:24])=[C:11]([c:14]2[cH:15][c:16]([F:23])[cH:17][c:18]3[cH:19][cH:20][o:21][c:22]23)[CH2:12][CH2:13]1.[Cl:25][C:26]([O:27][CH:28]([Cl:29])[CH3:30])=[O:31].[Cl:32][CH2:33][CH2:34][Cl:35]>>[NH:8]1[CH2:9][C:10]([CH3:24])=[C:11]([c:14]2[cH:15][c:16]([F:23])[cH:17][c:18]3[cH:19][cH:20][o:21][c:22]23)[CH2:12][CH2:13]1. Starting materials: OB(O)O, CCOC(=O)c1ccc(CC(=O)O)cc1OCC, CC(C)CC(N)c1ccccc1N1CCCCC1, Cc1ccccc1. Yields the product CCOC(=O)c1ccc(CC(=O)NC(CC(C)C)c2ccccc2N2CCCCC2)cc1OCC. RXN SMILES: [B:37]([OH:38])([OH:39])[OH:40].[CH2:19]([CH3:20])[O:21][c:22]1[cH:23][c:24]([CH2:33][C:34](=[O:35])[OH:36])[cH:25][cH:26][c:27]1[C:28](=[O:29])[O:30][CH2:31][CH3:32].[CH3:1][CH:2]([CH2:3][CH:4]([c:5]1[c:6]([N:11]2[CH2:12][CH2:13][CH2:14][CH2:15][CH2:16]2)[cH:7][cH:8][cH:9][cH:10]1)[NH2:17])[CH3:18].[CH3:41][c:42]1[cH:43][cH:44][cH:45][cH:46][cH:47]1>>[CH3:1][CH:2]([CH2:3][CH:4]([c:5]1[c:6]([N:11]2[CH2:12][CH2:13][CH2:14][CH2:15][CH2:16]2)[cH:7][cH:8][cH:9][cH:10]1)[NH:17][C:34]([CH2:33][c:24]1[cH:23][c:22]([O:21][CH2:19][CH3:20])[c:27]([C:28](=[O:29])[O:30][CH2:31][CH3:32])[cH:26][cH:25]1)=[O:35])[CH3:18]. Reactants: Cn1cc(NC(=O)OC(C)(C)C)cc1C(=O)Nc1cn(C)c(C(=O)O)n1, ClCCCl, C1CCOC1, COC(=O)c1cc(NC(=O)c2cc([N+](=O)[O-])cn2C)cn1C, CCN(C(C)C)C(C)C, Cl. The product is COC(=O)c1cc(NC(=O)c2cc(NC(=O)c3nc(NC(=O)c4cc(NC(=O)OC(C)(C)C)cn4C)cn3C)cn2C)cn1C. Reaction SMILES: [C:24]([CH3:25])([CH3:26])([CH3:27])[O:28][C:29](=[O:30])[NH:31][c:32]1[cH:33][c:34]([C:38](=[O:39])[NH:40][c:41]2[n:42][c:43]([C:47](=[O:48])[OH:49])[n:44]([CH3:46])[cH:45]2)[n:35]([CH3:37])[cH:36]1.[CH2:50]([Cl:51])[CH2:52][Cl:53].[CH2:63]1[O:64][CH2:65][CH2:66][CH2:67]1.[CH3:1][n:2]1[c:3]([C:19](=[O:20])[O:21][CH3:22])[cH:4][c:5]([NH:7][C:8](=[O:9])[c:10]2[n:11]([CH3:18])[cH:12][c:13]([N+:15]([O-:16])=[O:17])[cH:14]2)[cH:6]1.[CH:54]([N:55]([CH2:56][CH3:57])[CH:58]([CH3:59])[CH3:60])([CH3:61])[CH3:62].[ClH:23]>>[CH3:1][n:2]1[c:3]([C:19](=[O:20])[O:21][CH3:22])[cH:4][c:5]([NH:7][C:8](=[O:9])[c:10]2[n:11]([CH3:18])[cH:12][c:13]([NH:15][C:47]([c:43]3[n:42][c:41]([NH:40][C:38]([c:34]4[cH:33][c:32]([NH:31][C:29]([O:28][C:24]([CH3:25])([CH3:26])[CH3:27])=[O:30])[cH:36][n:35]4[CH3:37])=[O:39])[cH:45][n:44]3[CH3:46])=[O:48])[cH:14]2)[cH:6]1.